From a dataset of the Open Reaction Database (ORD), a public repository of structured organic reaction records. describe an organic reaction: reactants, conditions, products, and yield Reactants: CN(C)C=O, ClCCOCc1c[nH]cn1, Cl, [N-]=[N+]=[N-], [Na+]. Product: [N-]=[N+]=NCCOCc1c[nH]cn1. Reaction SMILES: [CH3:16][N:17]([CH3:18])[CH:19]=[O:20].[Cl:2][CH2:3][CH2:4][O:5][CH2:6][c:7]1[n:8][cH:9][nH:10][cH:11]1.[ClH:1].[N-:13]=[N+:14]=[N-:15].[Na+:12]>>[CH2:3]([CH2:4][O:5][CH2:6][c:7]1[n:8][cH:9][nH:10][cH:11]1)[N:13]=[N+:14]=[N-:15]. As a reaction SMILES: [C:27](=[O:28])([O-:29])[O-:30].[CH2:16]([CH3:17])[c:18]1[c:19]([CH2:20][Cl:21])[c:22]([CH3:26])[cH:23][cH:24][cH:25]1.[CH2:37]([Cl:38])[Cl:39].[CH3:35][OH:36].[CH3:40][C:41](=[O:42])[CH3:43].[I-:34].[K+:31].[K+:32].[K+:33].[NH2:1][c:2]1[c:3]2[n:4]([cH:5][c:6]([C:8](=[O:9])[NH2:10])[cH:7]1)[c:11]([CH3:15])[c:12]([CH3:14])[n:13]2>>[NH:1]([c:2]1[c:3]2[n:4]([cH:5][c:6]([C:8](=[O:9])[NH2:10])[cH:7]1)[c:11]([CH3:15])[c:12]([CH3:14])[n:13]2)[CH2:20][c:19]1[c:18]([CH2:16][CH3:17])[cH:25][cH:24][cH:23][c:22]1[CH3:26]. Reactants: O=C([O-])[O-], CCc1cccc(C)c1CCl, ClCCl, CO, CC(C)=O, [I-], [K+], [K+], [K+], Cc1nc2c(N)cc(C(N)=O)cn2c1C. Yields the product CCc1cccc(C)c1CNc1cc(C(N)=O)cn2c(C)c(C)nc12. Reactants: Cl (hydrochloric acid), C(#N)C1=CC(=C(C=C1)O)OC (4-cyano-2-methoxyphenol), CC(C)(C(C)C)O (2,3-dimethyl-2-butanol), S(O)(O)(=O)=O (sulfuric acid). The solvent is O (Water), C(C)(=O)O (acetic acid). Reaction conditions: time 2 hour. Yields the product CC(C(C)C)(C)NC(C1=CC(=C(C=C1)O)OC)=O (N-(1,1,2-trimethylpropyl)-4-hydroxy-3-methoxybenzamide). As a reaction SMILES: [C:1]([C:3]1[CH:8]=[CH:7][C:6]([OH:9])=[C:5]([O:10][CH3:11])[CH:4]=1)#[N:2].[CH3:12][C:13](O)([CH:15]([CH3:17])[CH3:16])[CH3:14].S(=O)(=O)(O)[OH:20].Cl>O.C(O)(=O)C>[CH3:12][C:13]([NH:2][C:1](=[O:20])[C:3]1[CH:8]=[CH:7][C:6]([OH:9])=[C:5]([O:10][CH3:11])[CH:4]=1)([CH3:14])[CH:15]([CH3:17])[CH3:16]. Procedure details: A mixture of 1.0 g of 4-cyano-2-methoxyphenol, 0.6 g of 2,3-dimethyl-2-butanol and 9 ml of acetic acid was slowly added dropwise to 3 ml of concentrated sulfuric acid. The mixture obtained was stirred at room temperature for 2 hours. Water was added to the reaction mixture and the mixture was extracted with ethyl acetate. The organic layer was separated with aqueous sodium hydroxide solution and the aqueous layer obtained was acidified with dilute hydrochloric acid and extracted with ethyl aceta... RXN SMILES: [C:1]([CH3:2])([CH3:3])([CH3:4])[O:5][C:6]([CH2:7][NH:8][C:9]([c:10]1[cH:11][cH:12][c:13]([S:16](=[O:17])(=[O:18])[F:19])[cH:14][cH:15]1)=[O:20])=[O:21].[CH2:29]([Cl:30])[Cl:31].[OH:22][C:23]([C:24]([F:25])([F:26])[F:27])=[O:28]>>[O:5]=[C:6]([CH2:7][NH:8][C:9]([c:10]1[cH:11][cH:12][c:13]([S:16](=[O:17])(=[O:18])[F:19])[cH:14][cH:15]1)=[O:20])[OH:21]. The product is O=C(O)CNC(=O)c1ccc(S(=O)(=O)F)cc1. Starting materials: CC(C)(C)OC(=O)CNC(=O)c1ccc(S(=O)(=O)F)cc1, ClCCl, O=C(O)C(F)(F)F.